This data is from the Open Reaction Database (ORD), a public repository of structured organic reaction records. The task is: describe an organic reaction: reactants, conditions, products, and yield Starting materials: [N+](=O)([O-])C1=CC=C(S1)S(=O)(=O)N1C[C@@H](N(CC1)C1=NC=C(C=N1)C(C(F)(F)F)(C(F)(F)F)O)CN1C2COCC1CC(C2)O (9-(((2S)-4-((5-nitro-2-thiophenyl)sulfonyl)-1-(5-(2,2,2-trifluoro-1-hydroxy-1-(trifluoromethyl)ethyl)-2-pyrimidinyl)-2-piperazinyl)methyl)-3-oxa-9-azabicyclo[3.3.1]nonan-7-ol), [N+](=O)([O-])C1=CC=C(S1)S(=O)(=O)N1C[C@@H](N(CC1)C1=NC=C(C=N1)C(C(F)(F)F)(C(F)(F)F)O)CN1C2COCC1CC(C2)=O (9-(((2S)-4-((5-nitro-2-thiophenyl)sulfonyl)-1-(5-(2,2,2-trifluoro-1-hydroxy-1-(trifluoromethyl)ethyl)-2-pyrimidinyl)-2-piperazinyl)methyl)-3-oxa-9-azabicyclo[3.3.1]nonan-7-one), [OH-].[K+] (potassium hydroxide), CO (MeOH). Solvent: O (water). Reaction conditions: time 30 minute. The product is FC(C(C(F)(F)F)(O)C=1C=NC(=NC1)N1[C@H](CNCC1)CN1C2COCC1CC(C2)O)(F)F (9-(((2R)-1-(5-(2,2,2-trifluoro-1-hydroxy-1-(trifluoromethyl)ethyl)-2-pyrimidinyl)-2-piperazinyl)methyl)-3-oxa-9-azabicyclo[3.3.1]nonan-7-ol), FC(C(C(F)(F)F)(O)C=1C=NC(=NC1)N1[C@H](CNCC1)CN1C2COCC1CC(C2)=O)(F)F (9-(((2R)-1-(5-(2,2,2-trifluoro-1-hydroxy-1-(trifluoromethyl)ethyl)-2-pyrimidinyl)-2-piperazinyl)methyl)-3-oxa-9-azabicyclo[3.3.1]nonan-7-one). As a reaction SMILES: [N+](C1SC(S([N:12]2[CH2:17][CH2:16][N:15]([C:18]3[N:23]=[CH:22][C:21]([C:24]([OH:33])([C:29]([F:32])([F:31])[F:30])[C:25]([F:28])([F:27])[F:26])=[CH:20][N:19]=3)[C@@H:14]([CH2:34][N:35]3[CH:40]4[CH2:41][CH:42]([OH:44])[CH2:43][CH:36]3[CH2:37][O:38][CH2:39]4)[CH2:13]2)(=O)=O)=CC=1)([O-])=O.[N+](C1SC(S([N:56]2[CH2:61][CH2:60][N:59]([C:62]3[N:67]=[CH:66][C:65]([C:68]([OH:77])([C:73]([F:76])([F:75])[F:74])[C:69]([F:72])([F:71])[F:70])=[CH:64][N:63]=3)[C@@H:58]([CH2:78][N:79]3[CH:84]4[CH2:85][C:86](=[O:88])[CH2:87][CH:80]3[CH2:81][O:82][CH2:83]4)[CH2:57]2)(=O)=O)=CC=1)([O-])=O.[OH-].[K+].CO>O>[F:32][C:29]([F:30])([F:31])[C:24]([C:21]1[CH:20]=[N:19][C:18]([N:15]2[CH2:16][CH2:17][NH:12][CH2:13][C@@H:14]2[CH2:34][N:35]2[CH:36]3[CH2:43][CH:42]([OH:44])[CH2:41][CH:40]2[CH2:39][O:38][CH2:37]3)=[N:23][CH:22]=1)([OH:33])[C:25]([F:26])([F:27])[F:28].[F:76][C:73]([F:74])([F:75])[C:68]([C:65]1[CH:64]=[N:63][C:62]([N:59]2[CH2:60][CH2:61][NH:56][CH2:57][C@@H:58]2[CH2:78][N:79]2[CH:80]3[CH2:87][C:86](=[O:88])[CH2:85][CH:84]2[CH2:83][O:82][CH2:81]3)=[N:67][CH:66]=1)([OH:77])[C:69]([F:70])([F:72])[F:71] |f:2.3|. Procedure: A 25-mL round-bottomed flask was charged with a 1:1 mixture of 9-(((2S)-4-((5-nitro-2-thiophenyl)sulfonyl)-1-(5-(2,2,2-trifluoro-1-hydroxy-1-(trifluoromethyl)ethyl)-2-pyrimidinyl)-2-piperazinyl)methyl)-3-oxa-9-azabicyclo[3.3.1]nonan-7-ol (endo) and 9-(((2S)-4-((5-nitro-2-thiophenyl)sulfonyl)-1-(5-(2,2,2-trifluoro-1-hydroxy-1-(trifluoromethyl)ethyl)-2-pyrimidinyl)-2-piperazinyl)methyl)-3-oxa-9-azabicyclo[3.3.1]nonan-7-one (300 mg, 0.44 mmol, Example 98, Step 5), potassium hydroxide (749 mg, 13.34... The reactants are [NH4+], [OH-], Oc1ccc2cccc(O)c2n1, O=P(Cl)(Cl)Cl. Product: Oc1cccc2ccc(Cl)nc12. As a reaction SMILES: [NH4+:19].[OH-:18].[OH:1][c:2]1[n:3][c:4]2[c:5]([OH:12])[cH:6][cH:7][cH:8][c:9]2[cH:10][cH:11]1.[P:13]([Cl:14])([Cl:15])([Cl:16])=[O:17]>>[c:2]1([Cl:15])[n:3][c:4]2[c:5]([OH:12])[cH:6][cH:7][cH:8][c:9]2[cH:10][cH:11]1. Reactants: CC(C)(C)OC(=O)N1CC=CCC1, O=C(OO)c1cccc(Cl)c1, ClCCl. The product is CC(C)(C)OC(=O)N1CCC2OC2C1. RXN SMILES: [C:12]([CH3:13])([CH3:14])([CH3:15])[O:16][C:17](=[O:18])[N:19]1[CH2:20][CH2:21][CH:22]=[CH:23][CH2:24]1.[Cl:1][c:2]1[cH:3][c:4]([C:9](=[O:6])[O:10][OH:11])[cH:5][cH:7][cH:8]1.[Cl:25][CH2:26][Cl:27]>>[O:6]1[CH:22]2[CH2:21][CH2:20][N:19]([C:17]([O:16][C:12]([CH3:13])([CH3:14])[CH3:15])=[O:18])[CH2:24][CH:23]12. Reactants: COC(N(C)C)OC (N,N-dimethylformamide dimethylacetal), CCOC(=O)C.CO (EtOAc MeOH), Cl.CC1=C(C=CC=C1)NC(=O)NC(NC)=N (1-(2-methylphenyl)-3-methylamidinourea hydrochloride), [NH4+].[OH-].CC(C)O (NH4OH IPA). The solvent is C(Cl)(Cl)Cl.O (CHCl3 H2O), CC#N (CH3CN), CC#N (CH3CN). Reaction conditions: time 5 minute. Yields the product CC1=C(C=CC=C1)N1C(N=C(N=C1)NC)=O (1-(2-methylphenyl)-4-methylamino-1,2-dihydro-1,3,5-triazin-2-one). Reaction SMILES: Cl.[CH3:2][C:3]1[CH:8]=[CH:7][CH:6]=[CH:5][C:4]=1[NH:9][C:10]([NH:12][C:13](=[NH:16])[NH:14][CH3:15])=[O:11].[CH3:17]OC(OC)N(C)C.[NH4+].[OH-].CC(O)C.CCOC(C)=O.CO>CC#N.C(Cl)(Cl)Cl.O>[CH3:2][C:3]1[CH:8]=[CH:7][CH:6]=[CH:5][C:4]=1[N:9]1[CH:15]=[N:14][C:13]([NH:16][CH3:17])=[N:12][C:10]1=[O:11] |f:0.1,3.4.5,6.7,9.10|. Reported procedure: To a magnetically stirred suspension of 9.72 g (40 mmol) of 1-(2-methylphenyl)-3-methylamidinourea hydrochloride in 30 ml of CH3CN was added 9.52 g (80 ml) of N,N-dimethylformamide dimethylacetal. After the mixture had been further diluted with 25 ml CH3CN and stirred for 5 minutes, all of the solid had dissolved. TLC(3% NH4OH/IPA showed a new spot; about equal in size to a spot in starting material; (EtOAc/MeOH; 9:1) shows mostly a new spot. The solution was refluxed for two hours. The reaction... Reactants: COC=1C=C(C=CC1)NC=1N=NC(=CN1)C(C)NC(C1=CC=CC=C1)=O (N-[1-(3-{[3-(methyloxy)phenyl]amino}-1,2,4-triazin-6-yl)ethyl]benzamide), COC=1C=C(C=CC1)NC=1N=NC(=CN1)C(C)NC(C1=CC=CC=C1)=O (N-[1-(3-{[3-(methyloxy)phenyl]amino}-1,2,4-triazin-6-yl)ethyl]benzamide), P(=O)(Cl)(Cl)Cl (phosphorus oxychloride). Solvent: ClCCCl (1,2-dichloroethane). Yields the product CC=1N=C(N2N=C(N=CC21)NC2=CC(=CC=C2)OC)C2=CC=CC=C2 (5-methyl-N-[3-(methyloxy)phenyl]-7-phenylimidazo[5,1-f][1,2,4]triazin-2-amine). The yield is 5.7%. As a reaction SMILES: [CH3:1][O:2][C:3]1[CH:4]=[C:5]([NH:9][C:10]2[N:11]=[N:12][C:13]([CH:16]([NH:18][C:19](=O)[C:20]3[CH:25]=[CH:24][CH:23]=[CH:22][CH:21]=3)[CH3:17])=[CH:14][N:15]=2)[CH:6]=[CH:7][CH:8]=1.P(Cl)(Cl)(Cl)=O>ClCCCl>[CH3:17][C:16]1[N:18]=[C:19]([C:20]2[CH:25]=[CH:24][CH:23]=[CH:22][CH:21]=2)[N:12]2[C:13]=1[CH:14]=[N:15][C:10]([NH:9][C:5]1[CH:6]=[CH:7][CH:8]=[C:3]([O:2][CH3:1])[CH:4]=1)=[N:11]2. Reported procedure: Applying the Cyclization Procedure 1, using N-[1-(3-{[3-(methyloxy)phenyl]amino}-1,2,4-triazin-6-yl)ethyl]benzamide (Intermediate 74) (55 mg, 0.16 mmol), 1,2-dichloroethane (5 mL) and phosphorus oxychloride (0.20 mL, 2.14 mmol), to afford 5-methyl-N-[3-(methyloxy)phenyl]-7-phenylimidazo[5,1-f][1,2,4]triazin-2-amine (3 mg) as a yellow solid. MS m/z 332 (M+1). Reactants: Fc1ccc(F)c(CC2CCNc3ncc(Br)cc32)c1, O=C([O-])[O-], CCO, CN1CCN(c2ccc(B3OC(C)(C)C(C)(C)O3)cn2)CC1, [Na+], [Na+], Cc1ccccc1, c1ccc(P(c2ccccc2)(c2ccccc2)[Pd](P(c2ccccc2)(c2ccccc2)c2ccccc2)(P(c2ccccc2)(c2ccccc2)c2ccccc2)P(c2ccccc2)(c2ccccc2)c2ccccc2)cc1. The product is CN1CCN(c2ccc(-c3cnc4c(c3)C(Cc3cc(F)ccc3F)CCN4)cn2)CC1. Reaction SMILES: [Br:7][c:8]1[cH:9][c:10]2[c:15]([n:16][cH:17]1)[NH:14][CH2:13][CH2:12][CH:11]2[CH2:18][c:19]1[c:20]([F:26])[cH:21][cH:22][c:23]([F:25])[cH:24]1.[C:1](=[O:2])([O-:3])[O-:4].[CH2:49]([OH:50])[CH3:51].[CH3:27][N:28]1[CH2:29][CH2:30][N:31]([c:34]2[n:35][cH:36][c:37]([B:40]3[O:41][C:42]([CH3:43])([CH3:44])[C:45]([CH3:46])([CH3:47])[O:48]3)[cH:38][cH:39]2)[CH2:32][CH2:33]1.[Na+:5].[Na+:6].[c:52]1([CH3:53])[cH:54][cH:55][cH:56][cH:57][cH:58]1.[cH:59]1[cH:60][cH:61][c:62]([P:63]([Pd:64]([P:65]([c:66]2[cH:67][cH:68][cH:69][cH:70][cH:71]2)([c:72]2[cH:73][cH:74][cH:75][cH:76][cH:77]2)[c:78]2[cH:79][cH:80][cH:81][cH:82][cH:83]2)([P:84]([c:85]2[cH:86][cH:87][cH:88][cH:89][cH:90]2)([c:91]2[cH:92][cH:93][cH:94][cH:95][cH:96]2)[c:97]2[cH:98][cH:99][cH:100][cH:101][cH:102]2)[P:103]([c:104]2[cH:105][cH:106][cH:107][cH:108][cH:109]2)([c:110]2[cH:111][cH:112][cH:113][cH:114][cH:115]2)[c:116]2[cH:117][cH:118][cH:119][cH:120][cH:121]2)([c:122]2[cH:123][cH:124][cH:125][cH:126][cH:127]2)[c:128]2[cH:129][cH:130][cH:131][cH:132][cH:133]2)[cH:134][cH:135]1>>[c:8]1(-[c:37]2[cH:36][n:35][c:34]([N:31]3[CH2:30][CH2:29][N:28]([CH3:27])[CH2:33][CH2:32]3)[cH:39][cH:38]2)[cH:9][c:10]2[c:15]([n:16][cH:17]1)[NH:14][CH2:13][CH2:12][CH:11]2[CH2:18][c:19]1[c:20]([F:26])[cH:21][cH:22][c:23]([F:25])[cH:24]1. Starting materials: N1([C@@H](CCC1=O)C(=O)N[C@H](CC(C)C)C(=O)N1[C@H](C(=O)N)CCC1)C(=O)OCC1=CC=CC=C1 (Z-Glp-D-Leu-Pro-NH2). Reagents/catalysts: [Pd] (palladium-on-carbon). Run in CO (methanol). The product is N1[C@@H](CCC1=O)C(=O)N[C@H](CC(C)C)C(=O)N1[C@H](C(=O)N)CCC1 (Glp-D-Leu-Pro-NH2). The yield is 86.8%. As a reaction SMILES: [N:1]1(C(OCC2C=CC=CC=2)=O)[C:5](=[O:6])[CH2:4][CH2:3][C@H:2]1[C:7]([NH:9][C@@H:10]([C:15]([N:17]1[CH2:24][CH2:23][CH2:22][C@H:18]1[C:19]([NH2:21])=[O:20])=[O:16])[CH2:11][CH:12]([CH3:14])[CH3:13])=[O:8]>CO.[Pd]>[NH:1]1[C:5](=[O:6])[CH2:4][CH2:3][C@H:2]1[C:7]([NH:9][C@@H:10]([C:15]([N:17]1[CH2:24][CH2:23][CH2:22][C@H:18]1[C:19]([NH2:21])=[O:20])=[O:16])[CH2:11][CH:12]([CH3:14])[CH3:13])=[O:8]. Procedure: 3.78 g (8 mmoles) of Z-Glp-D-Leu-Pro-NH2 are dissolved in 150 ml of methanol, 0.8 g of a 10% palladium-on-carbon catalyst are added, and hydrogen is bubbled through the mixture for one hour. The catalyst is filtered off, the filtrate is evaporated, and the residue is triturated with ether. The resulting 2.5 g of amorphous crude product are dissolved in water, the solution is decolourized, filtered, and the clear filtrate is freeze-dried. 2.35 g (87%) of Glp-D-Leu-Pro-NH2 are obtained; Rf4 =0.48,... Starting materials: Cc1cc(C)c(Nc2ccnc(Nc3ccc(C#N)cc3)n2)c(C)c1, CO, O. Product: Cc1cc(C)c(Nc2ccnc(Nc3ccc(C(N)=O)cc3)n2)c(C)c1. As a reaction SMILES: [CH3:1][c:2]1[c:3]([NH:10][c:11]2[n:12][c:13]([NH:17][c:18]3[cH:19][cH:20][c:21]([C:22]#[N:23])[cH:24][cH:25]3)[n:14][cH:15][cH:16]2)[c:4]([CH3:9])[cH:5][c:6]([CH3:8])[cH:7]1.[CH3:26][OH:27].[OH2:28]>>[CH3:1][c:2]1[c:3]([NH:10][c:11]2[n:12][c:13]([NH:17][c:18]3[cH:19][cH:20][c:21]([C:22]([NH2:23])=[O:27])[cH:24][cH:25]3)[n:14][cH:15][cH:16]2)[c:4]([CH3:9])[cH:5][c:6]([CH3:8])[cH:7]1. The reactants are C[O-].[Na+] (sodium methylate), NC1=NC(=NC(=N1)F)OC(F)(F)F (2-amino-4-fluoro-6-trifluoromethoxy-1,3,5-triazine). Solvent: CO (methanol). Reaction conditions: temperature 0 celsius, time 1 hour. The product is NC1=NC(=NC(=N1)OC)OC(F)(F)F (2-Amino-4-methoxy-6-trifluoromethoxy-1,3,5-triazine). RXN SMILES: [CH3:1][O-:2].[Na+].[NH2:4][C:5]1[N:10]=[C:9](F)[N:8]=[C:7]([O:12][C:13]([F:16])([F:15])[F:14])[N:6]=1>CO>[NH2:4][C:5]1[N:10]=[C:9]([O:2][CH3:1])[N:8]=[C:7]([O:12][C:13]([F:16])([F:15])[F:14])[N:6]=1 |f:0.1|. Reported procedure: 9.1 g (0.0505 mol) of 30% strength sodium methylate were added over the course of 15 minutes to a stirred mixture of 10 g (0.0505 mol) of 2-amino-4-fluoro-6-trifluoromethoxy-1,3,5-triazine and 100 ml of methanol at 0° C. The mixture was stirred at 0° C. for one hour and then concentrated under reduced pressure, taken up in methylene chloride and extracted with water. Drying and concentration yielded 10.5 g (99% of theory) of the title compound of melting point 96°-101° C. The reactants are ClC1=C(C=CC(=C1)Cl)C(C(=C)C1=CC=CC=C1)=O (1-(2,4-dichlorophenyl)-2-phenylpropen-1-one), N1C=NC=C1 (imidazole), CN(C(N(C)C)=N)C (tetramethylguanidine). Run in O1CCCC1 (tetrahydrofuran), C(C)(=O)OCC (ethyl acetate). The product is ClC1=C(C=CC(=C1)Cl)C(C(CN1C=NC=C1)C1=CC=CC=C1)=O (1-(2,4-dichlorophenyl)-3-(imidazol-1-yl)-2-phenylpropan-1-one). The yield is 12.0%. As a reaction SMILES: [Cl:1][C:2]1[CH:7]=[C:6]([Cl:8])[CH:5]=[CH:4][C:3]=1[C:9](=[O:18])[C:10]([C:12]1[CH:17]=[CH:16][CH:15]=[CH:14][CH:13]=1)=[CH2:11].[NH:19]1[CH:23]=[CH:22][N:21]=[CH:20]1.CN(C)C(=N)N(C)C>O1CCCC1.C(OCC)(=O)C>[Cl:1][C:2]1[CH:7]=[C:6]([Cl:8])[CH:5]=[CH:4][C:3]=1[C:9](=[O:18])[CH:10]([C:12]1[CH:13]=[CH:14][CH:15]=[CH:16][CH:17]=1)[CH2:11][N:19]1[CH:23]=[CH:22][N:21]=[CH:20]1. Procedure: A solution of 1-(2,4-dichlorophenyl)-2-phenylpropen-1-one (4 g), imidazole (1.36 g) and tetramethylguanidine (0.5 ml) in tetrahydrofuran (100 ml) was heated at reflux for 12 hours. The reaction mixture was cooled and concentrated under reduced pressure to yield a gum. The gum was dissolved in ethyl acetate, washed with distilled water, and acidified with 4N hydrochloric acid. The resulting aqueous phase was basified with sodium hydrogen carbonate and extracted with ethyl acetate. The organic pha...